From a dataset of the Open Reaction Database (ORD), a public repository of structured organic reaction records. describe an organic reaction: reactants, conditions, products, and yield Starting materials: NC1=NC(=NC=C1)CSCCC#N (3-(4-aminopyrimid-2-ylmethylthio)propionitrile), FC(CN=C=S)(F)F (2,2,2-trifluoroethylisothiocyanate). Solvent: C(C)#N (acetonitrile). Product: FC(CNC(NC1=NC(=NC=C1)CSCCC#N)=S)(F)F (3-[4-(3-[2,2,2-trifluoroethyl]thioureido)pyrimid-2-ylmethylthio]propionitrile). Reaction SMILES: [NH2:1][C:2]1[CH:7]=[CH:6][N:5]=[C:4]([CH2:8][S:9][CH2:10][CH2:11][C:12]#[N:13])[N:3]=1.[F:14][C:15]([F:21])([F:20])[CH2:16][N:17]=[C:18]=[S:19]>C(#N)C>[F:14][C:15]([F:21])([F:20])[CH2:16][NH:17][C:18](=[S:19])[NH:1][C:2]1[CH:7]=[CH:6][N:5]=[C:4]([CH2:8][S:9][CH2:10][CH2:11][C:12]#[N:13])[N:3]=1. Procedure: To a solution of 3-(4-aminopyrimid-2-ylmethylthio)propionitrile (1.7 g.) in acetonitrile (40 ml.) was added 2,2,2-trifluoroethylisothiocyanate (2 ml.) and the solution heated under reflux for 17 hours. The acetonitrile was evaporated in vacuo and the residue dissolved in EtOAc, treated with decolourising carbon, filtered and evaporated to give 3-[4-(3-[2,2,2-trifluoroethyl]thioureido)pyrimid-2-ylmethylthio]propionitrile as an orange solid, m.p. 108°-110°. Starting materials: BrC(Br)(Br)Br, c1ccc(P(CCP(c2ccccc2)c2ccccc2)c2ccccc2)cc1, ClCCl, CSc1ccc(C=C2C(C)=C(CCO)c3cc(F)ccc32)cc1. The product is CSc1ccc(C=C2C(C)=C(CCBr)c3cc(F)ccc32)cc1. RXN SMILES: [C:24]([Br:25])([Br:26])([Br:27])[Br:28].[CH2:29]([P:30]([c:31]1[cH:32][cH:33][cH:34][cH:35][cH:36]1)[c:37]1[cH:38][cH:39][cH:40][cH:41][cH:42]1)[CH2:43][P:44]([c:45]1[cH:46][cH:47][cH:48][cH:49][cH:50]1)[c:51]1[cH:52][cH:53][cH:54][cH:55][cH:56]1.[CH2:57]([Cl:58])[Cl:59].[F:1][c:2]1[cH:3][c:4]2[c:8]([cH:9][cH:10]1)[C:7](=[CH:11][c:12]1[cH:13][cH:14][c:15]([S:18][CH3:19])[cH:16][cH:17]1)[C:6]([CH3:20])=[C:5]2[CH2:21][CH2:22][OH:23]>>[F:1][c:2]1[cH:3][c:4]2[c:8]([cH:9][cH:10]1)[C:7](=[CH:11][c:12]1[cH:13][cH:14][c:15]([S:18][CH3:19])[cH:16][cH:17]1)[C:6]([CH3:20])=[C:5]2[CH2:21][CH2:22][Br:25]. RXN SMILES: [C:18]([CH3:19])(=[O:20])[O:21][CH2:22][C:23](=[O:24])[Cl:25].[CH2:26]([Cl:27])[Cl:28].[NH2:1][c:2]1[c:3]([C:4]#[N:5])[c:6]([O:10][CH3:11])[cH:7][cH:8][cH:9]1.[cH:12]1[cH:13][cH:14][n:15][cH:16][cH:17]1>>[NH:1]([c:2]1[c:3]([C:4]#[N:5])[c:6]([O:10][CH3:11])[cH:7][cH:8][cH:9]1)[C:23]([CH2:22][O:21][C:18]([CH3:19])=[O:20])=[O:24]. Product: COc1cccc(NC(=O)COC(C)=O)c1C#N. Reactants: CC(=O)OCC(=O)Cl, ClCCl, COc1cccc(N)c1C#N, c1ccncc1. Starting materials: Cc1ccc(S(=O)(=O)n2ccc3c(-c4nc(N5CCOCC5C)cc(C5(S(C)(=N)=O)CC5)n4)ccnc32)cc1, COCCOC, [Na+], [OH-], O. Yields the product CC1COCCN1c1cc(C2(S(C)(=N)=O)CC2)nc(-c2ccnc3[nH]ccc23)n1. RXN SMILES: [CH3:3][CH:4]1[CH2:5][O:6][CH2:7][CH2:8][N:9]1[c:10]1[n:11][c:12](-[c:23]2[c:24]3[c:25]([n:26][cH:27][cH:28]2)[n:29]([S:32]([c:33]2[cH:34][cH:35][c:36]([CH3:37])[cH:38][cH:39]2)(=[O:40])=[O:41])[cH:30][cH:31]3)[n:13][c:14]([C:16]2([S:19](=[O:20])(=[NH:21])[CH3:22])[CH2:17][CH2:18]2)[cH:15]1.[CH3:42][O:43][CH2:44][CH2:45][O:46][CH3:47].[Na+:2].[OH-:1].[OH2:48]>>[CH3:3][CH:4]1[CH2:5][O:6][CH2:7][CH2:8][N:9]1[c:10]1[n:11][c:12](-[c:23]2[c:24]3[c:25]([n:26][cH:27][cH:28]2)[nH:29][cH:30][cH:31]3)[n:13][c:14]([C:16]2([S:19](=[O:20])(=[NH:21])[CH3:22])[CH2:17][CH2:18]2)[cH:15]1. Starting materials: [BH4-], O=Cc1ccc(Br)nc1, CO, CC(C)[O-], CNC, CC(C)[O-], CC(C)[O-], CC(C)[O-], [Na+], [Ti+4]. The product is CN(C)Cc1ccc(Br)nc1. As a reaction SMILES: [BH4-:13].[Br:4][c:5]1[cH:6][cH:7][c:8]([CH:11]=[O:12])[cH:9][n:10]1.[CH3:15][OH:16].[CH3:17][CH:18]([CH3:19])[O-:20].[CH3:1][NH:2][CH3:3].[CH3:21][CH:22]([CH3:23])[O-:24].[CH3:25][CH:26]([CH3:27])[O-:28].[CH3:29][CH:30]([CH3:31])[O-:32].[Na+:14].[Ti+4:33]>>[CH3:1][N:2]([CH3:3])[CH2:11][c:8]1[cH:7][cH:6][c:5]([Br:4])[n:10][cH:9]1. Starting materials: C(C)OC(CCNC1CCCC1)=O (3-cyclopentylamino-propanoic acid ethyl ester), ICC (iodoethane), solution, C[Si](C)(C)[N-][Si](C)(C)C.[Li+] (lithium bis(trimethylsilyl)amide). The solvent is O1CCCC1 (tetrahydrofuran), hexanes. Run at time 1 hour. The product is C(C)OC(C(CC)CNC1CCCC1)=O ((rac)-2-cyclopentylaminomethyl-butanoic acid ethyl ester). Isolated yield 44.5%. Reaction SMILES: [CH2:1]([O:3][C:4](=[O:13])[CH2:5][CH2:6][NH:7][CH:8]1[CH2:12][CH2:11][CH2:10][CH2:9]1)[CH3:2].I[CH2:15][CH3:16].C[Si]([N-][Si](C)(C)C)(C)C.[Li+]>O1CCCC1>[CH2:1]([O:3][C:4](=[O:13])[CH:5]([CH2:6][NH:7][CH:8]1[CH2:12][CH2:11][CH2:10][CH2:9]1)[CH2:15][CH3:16])[CH3:2] |f:2.3|. Procedure: To a mixture of 1.0 g (0.0054 mole) of 3-cyclopentylamino-propanoic acid ethyl ester, 0.842 g (0.00542 mole) of iodoethane and 15 mL of dry tetrahydrofuran, at −78 degrees, was added 11.4 mL (0.0114 mole) of a 1M solution of lithium bis(trimethylsilyl)amide in hexanes over 5 minutes. The mixture was stirred for one hour at −78 degrees, then the cooling bath was removed and the mixture stirred overnight at room temperature, and then poured into ice water containing 5 mL of 1M sodium hydroxide sol... Reactants: OOS(=O)[O-].[K+] (Oxone), CN(C(=O)C=1C=C(C=CC1)SC1=C(C=C2C(=C(C=NC2=C1)C(=O)N)NC1=CC(=CC=C1)OC)I)C (7-({3-[(Dimethylamino)carbonyl]phenyl}thio)-6-iodo-4-{[3-(methyloxy)phenyl]amino}-3-quinolinecarboxamide), OOS(=O)[O-].[K+] (oxone). Run in CN(C=O)C (N,N-dimethylformamide). Run at time 21 hour. The product is CN(C(=O)C=1C=C(C=CC1)S(=O)C1=C(C=C2C(=C(C=NC2=C1)C(=O)N)NC1=CC(=CC=C1)OC)I)C (7-({3-[(Dimethylamino)carbonyl]phenyl}sulfinyl)-6-iodo-4-{[3-(methyloxy)phenyl]amino}-3-quinolinecarboxamide). The yield is 121.7%. As a reaction SMILES: [OH:1]OS([O-])=O.[K+].[CH3:7][N:8]([CH3:41])[C:9]([C:11]1[CH:12]=[C:13]([S:17][C:18]2[CH:27]=[C:26]3[C:21]([C:22]([NH:31][C:32]4[CH:37]=[CH:36][CH:35]=[C:34]([O:38][CH3:39])[CH:33]=4)=[C:23]([C:28]([NH2:30])=[O:29])[CH:24]=[N:25]3)=[CH:20][C:19]=2[I:40])[CH:14]=[CH:15][CH:16]=1)=[O:10]>CN(C)C=O>[CH3:41][N:8]([CH3:7])[C:9]([C:11]1[CH:12]=[C:13]([S:17]([C:18]2[CH:27]=[C:26]3[C:21]([C:22]([NH:31][C:32]4[CH:37]=[CH:36][CH:35]=[C:34]([O:38][CH3:39])[CH:33]=4)=[C:23]([C:28]([NH2:30])=[O:29])[CH:24]=[N:25]3)=[CH:20][C:19]=2[I:40])=[O:1])[CH:14]=[CH:15][CH:16]=1)=[O:10] |f:0.1|. Procedure details: Oxone (0.5 g) was added portionwise to a stirred solution of Intermediate 64 (0.12 g) in N,N-dimethylformamide (5 ml). The solution was stirred at room temperature under nitrogen for 21 h. More oxone (0.5 g) was added and the mixture was stirred for a further 3 h, quenched with a solution of sodium sulphite (1.5 g) in water (15 ml), diluted with water (50 ml) and extracted with ethyl acetate (3×50 ml). The combined organic extracts were dried over magnesium sulphate and concentrated in vacuo to ... Starting materials: C(C)(C)OC1=CC=C(C(C(=O)O)=C1)N (5-isopropoxyanthranilic acid), COCCOCCOCCOC (triglyme), C(C1=CC=CC=C1)(=O)OCC=1C=NC(=CC1)Cl (6-chloro-3-pyridinemethanol benzoate), [I-].[K+] (potassium iodide). The solvent is CO (methanol). Product: C(C1=CC=CC=C1)(=O)O.OCC=1C=CC2=NC3=CC=C(C=C3C(N2C1)=O)OC(C)C (8-hydroxymethyl-2-isopropoxy-11H-pyrido[2,1-b]quinazoline-11-one benzoate). RXN SMILES: [CH:1]([O:4][C:5]1[CH:13]=[C:9]([C:10]([OH:12])=[O:11])[C:8]([NH2:14])=[CH:7][CH:6]=1)([CH3:3])[CH3:2].C([O:23][CH2:24][C:25]1[CH:26]=[N:27][C:28](Cl)=[CH:29][CH:30]=1)(=O)C1C=CC=CC=1.[I-].[K+].COCCOCCOCCOC>CO>[C:10]([OH:12])(=[O:11])[C:9]1[CH:13]=[CH:5][CH:6]=[CH:7][CH:8]=1.[OH:23][CH2:24][C:25]1[CH:30]=[CH:29][C:28]2[N:27]([CH:26]=1)[C:10](=[O:12])[C:9]1[C:8](=[CH:7][CH:6]=[C:5]([O:4][CH:1]([CH3:2])[CH3:3])[CH:13]=1)[N:14]=2 |f:2.3,6.7|. Procedure: A suspension of 1.0 g. of 5-isopropoxyanthranilic acid, 1.1 g. of 6-chloro-3-pyridinemethanol benzoate and 0.01 g. of potassium iodide in 10 ml. of triglyme was heated to 150° overnight under a stream of argon. On cooling, the reaction mixture was dissolved in hot methanol, filtered and evaporated to an orange oil. Chromatographic separation and recrystallization from hexane-dichloromethane yielded 8-hydroxymethyl-2-isopropoxy-11H-pyrido[2,1-b]quinazoline-11-one benzoate, mp 123°-126°.